This data is from the Open Reaction Database (ORD), a public repository of structured organic reaction records. The task is: describe an organic reaction: reactants, conditions, products, and yield Starting materials: NC1=C(C=C(C=C1)Br)C(C)(C)O (2-(2-amino-5-bromophenyl)propan-2-ol), nitrogen acetylaldehyde, C1(=CC=CC=C1)C (toluene). Reaction conditions: time 10 minute. Product: BrC=1C=CC2=C(C(OC(N2)C)(C)C)C1 (6-bromo-2,4,4-trimethyl-1,4-dihydro-2H-3,1-benzoxazine). Isolated yield 78.0%. RXN SMILES: [NH2:1][C:2]1[CH:7]=[CH:6][C:5]([Br:8])=[CH:4][C:3]=1[C:9]([OH:12])([CH3:11])[CH3:10].[C:13]1(C)C=CC=C[CH:14]=1>>[Br:8][C:5]1[CH:6]=[CH:7][C:2]2[NH:1][CH:13]([CH3:14])[O:12][C:9]([CH3:10])([CH3:11])[C:3]=2[CH:4]=1. Reported procedure: To a solution of 2-(2-amino-5-bromophenyl)propan-2-ol (27 g, 125 mmol) in anhydrous toluene was added at ambient temperature under a blanket of nitrogen acetylaldehyde (10.5 mL, 187 mmol). After 10 minutes, the mixture was passed through a pad of silica gel and filtrate was concentrated to yield 6-bromo-2,4,4-trimethyl-1,4-dihydro-2H-3,1-benzoxazine as off-white solid (25 g, 78%): 1H-NMR (DMSO-d6) δ 7.22 (d, 1H, J=2.2 Hz), 7.08 (dd, 1H, J=8.6, 2.3 Hz), 6.51 (d, 1H, J=8.6 Hz), 6.36 (s, 1H), 4.72 ...